This data is from the Open Reaction Database (ORD), a public repository of structured organic reaction records. The task is: describe an organic reaction: reactants, conditions, products, and yield The reactants are C(C)N(C(=O)C=1C=C2C=CC(=CC2=CC1)C(=O)N)CC (6-(diethylaminocarbonyl)-2-naphthalenecarboxamide), [H-].[Al+3].[Li+].[H-].[H-].[H-] (lithium aluminium hydride), O (water), [OH-].[Na+] (sodium hydroxide), O (water). Run in C1CCOC1 (THF), C1CCOC1 (THF), C1CCOC1 (THF). The product is C(C)N(CC)CC=1C=C2C=CC(=CC2=CC1)CN (6-(diethylaminomethyl)-2-naphthylmethylamine). Isolated yield 79.6%. As a reaction SMILES: [CH2:1]([N:3]([CH2:19][CH3:20])[C:4]([C:6]1[CH:7]=[C:8]2[C:13](=[CH:14][CH:15]=1)[CH:12]=[C:11]([C:16]([NH2:18])=O)[CH:10]=[CH:9]2)=O)[CH3:2].[H-].[Al+3].[Li+].[H-].[H-].[H-].O.[OH-].[Na+]>C1COCC1>[CH2:1]([N:3]([CH2:4][C:6]1[CH:7]=[C:8]2[C:13](=[CH:14][CH:15]=1)[CH:12]=[C:11]([CH2:16][NH2:18])[CH:10]=[CH:9]2)[CH2:19][CH3:20])[CH3:2] |f:1.2.3.4.5.6,8.9|. Procedure details: A solution of 6-(diethylaminocarbonyl)-2-naphthalenecarboxamide (11.6 g, 42 mmol) in THF (100 ml) was slowly added to a refluxing suspension of lithium aluminium hydride (4.9 g, 128 mmol) in THF (100 ml). The mixture was refluxed for 2 hours, then cooled at room temperature and treated with a mixture of THF (16 ml) and water (2.2 ml), with 20% sodium hydroxide (5.5 ml) and finally with water (22 ml). The white solid was filtered off and the solvent was removed under reduced pressure. Crude was p... Starting materials: solution, C(C)(C)[N-]C(C)C.[Li+] (lithium diisopropylamide), O1CCCC1.CCCCCCC.C(C)C1=CC=CC=C1 (tetrahydrofuran heptane ethylbenzene), O (water), C(C)C(COOP(=O)(O)CC(=O)[O-])(CC)CC (triethyl-2-ethoxyphosphonoacetate). The solvent is O1CCCC1 (tetrahydrofuran), O1CCCC1 (tetrahydrofuran). Conditions: time 20 hour. Yields the product C1(=CC=CC=C1)C1(CCC1)CC(C(=O)O)=O (3-(1-phenyl-cyclobutyl)-2-oxopropionic acid). Reaction SMILES: C(C(CC)(CC)COOP(C[C:11]([O-:13])=[O:12])(O)=O)C.C([N-][CH:22]([CH3:24])[CH3:23])(C)C.[Li+].O.[O:27]1[CH2:31][CH2:30][CH2:29][CH2:28]1.[CH3:32][CH2:33][CH2:34][CH2:35][CH2:36]CC.C(C1C=CC=CC=1)C>O1CCCC1>[C:28]1([C:29]2([CH2:30][C:31](=[O:27])[C:11]([OH:13])=[O:12])[CH2:23][CH2:22][CH2:24]2)[CH:36]=[CH:35][CH:34]=[CH:33][CH:32]=1 |f:1.2,4.5.6|. Procedure details: 10 g of 1-phenyl-cyclobutanecarbonitrile, dissolved in 70 ml of toluene, is mixed with 56 ml of diisobutylaluminum hydride in toluene (1.2 molar) at −72 to −69° C. After 4 hours at −75° C., 30 ml of ethyl acetate is added in drops. After heating to room temperature, additional ethyl acetate and water are added. It is filtered on diatomaceous earth, the organic phase is separated, dried (Na2SO4) and concentrated by evaporation. After chromatography on silica gel (hexane with 0-10% ethyl acetate),...